Task: describe an organic reaction: reactants, conditions, products, and yield. Dataset: the Open Reaction Database (ORD), a public repository of structured organic reaction records The reactants are CC(C)(C)c1cc(N=C=O)no1, Cc1ccccc1, CCOC(=O)CCc1ccc2c(c1)sc1nc(-c3ccc(N)cc3)cn12. Product: CCOC(=O)CCc1ccc2c(c1)sc1nc(-c3ccc(NC(=O)Nc4cc(C(C)(C)C)on4)cc3)cn12. As a reaction SMILES: [C:27]([CH3:28])([CH3:29])([CH3:30])[c:31]1[cH:32][c:33]([N:36]=[C:37]=[O:38])[n:34][o:35]1.[CH3:39][c:40]1[cH:41][cH:42][cH:43][cH:44][cH:45]1.[NH2:1][c:2]1[cH:3][cH:4][c:5](-[c:8]2[n:9][c:10]3[s:11][c:12]4[c:13]([n:14]3[cH:15]2)[cH:16][cH:17][c:18]([CH2:20][CH2:21][C:22](=[O:23])[O:24][CH2:25][CH3:26])[cH:19]4)[cH:6][cH:7]1>>[NH:1]([c:2]1[cH:3][cH:4][c:5](-[c:8]2[n:9][c:10]3[s:11][c:12]4[c:13]([n:14]3[cH:15]2)[cH:16][cH:17][c:18]([CH2:20][CH2:21][C:22](=[O:23])[O:24][CH2:25][CH3:26])[cH:19]4)[cH:6][cH:7]1)[C:37]([NH:36][c:33]1[cH:32][c:31]([C:27]([CH3:28])([CH3:29])[CH3:30])[o:35][n:34]1)=[O:38]. Starting materials: CCc1cc([N+](=O)[O-])cc(CC)c1N, Cl, O=N[O-], [Na+], O, OP(O)P(O)O. Yields the product CCc1cc(CC)cc([N+](=O)[O-])c1. As a reaction SMILES: [CH2:1]([CH3:2])[c:3]1[c:4]([NH2:5])[c:6]([CH2:13][CH3:14])[cH:7][c:8]([N+:10](=[O:11])[O-:12])[cH:9]1.[ClH:15].[N:16]([O-:17])=[O:18].[Na+:19].[OH2:26].[P:20]([P:21]([OH:22])[OH:23])([OH:24])[OH:25]>>[CH2:1]([CH3:2])[c:3]1[cH:4][c:6]([CH2:13][CH3:14])[cH:7][c:8]([N+:10](=[O:11])[O-:12])[cH:9]1. Reactants: COC(=O)C=1N(C=C(C1)C(NC1=C(C(=CC=C1)Cl)Cl)=NN)S(=O)(=O)C (4-[N-(2,3-dichloro-phenyl)-N′-amino-carbamimidoyl]-1-methanesulfonyl-1H-pyrrole-2-carboxylic acid methyl ester), difluoro, BrC#N (BrCN). The solvent is CO (MeOH). Reaction conditions: time 12 hour. Product: NC=1N(C(=NN1)C=1C=C(NC1)C(=O)O)C1=C(C(=CC=C1)Cl)Cl (4-[5-Amino-4-(2,3-dichloro-phenyl)-4H-[1,2,4]triazol-3-yl]-1H-pyrrole-2-carboxylic acid). As a reaction SMILES: C[O:2][C:3]([C:5]1[N:6](S(C)(=O)=O)[CH:7]=[C:8]([C:10](=[N:20][NH2:21])[NH:11][C:12]2[CH:17]=[CH:16][CH:15]=[C:14]([Cl:18])[C:13]=2[Cl:19])[CH:9]=1)=[O:4].Br[C:27]#[N:28]>CO>[NH2:28][C:27]1[N:11]([C:12]2[CH:17]=[CH:16][CH:15]=[C:14]([Cl:18])[C:13]=2[Cl:19])[C:10]([C:8]2[CH:9]=[C:5]([C:3]([OH:2])=[O:4])[NH:6][CH:7]=2)=[N:20][N:21]=1. Reported procedure: To a solution of 4-[N-(2,3-dichloro-phenyl)-N′-amino-carbamimidoyl]-1-methanesulfonyl-1H-pyrrole-2-carboxylic acid methyl ester (Prepared by the same method described above for the preparation of the corresponding difluoro compound) (150 mg, 0.37 mmol) in MeOH (2 mL) was added BrCN (60 mg, 0.57 mmol) at RT. The mixture was stirred at RT for 12 h. The solvent was removed by evaporation, the residue was dissolved in MeOH (4 mL), and the resulting solution was treated with 6N NaOH (1 mL) at 50° C. ... Reactants: Cc1cc(Br)cc2nnc(N)nc12, O=C([O-])[O-], COCCOC, CCO, O=[N+]([O-])c1ccc(Cl)c(B(O)O)c1, ClCCl, [Na+], [Na+], O, c1ccc(P(c2ccccc2)(c2ccccc2)[Pd](P(c2ccccc2)(c2ccccc2)c2ccccc2)(P(c2ccccc2)(c2ccccc2)c2ccccc2)P(c2ccccc2)(c2ccccc2)c2ccccc2)cc1. Yields the product Cc1cc(-c2cc([N+](=O)[O-])ccc2Cl)cc2nnc(N)nc12. RXN SMILES: [Br:1][c:2]1[cH:3][c:4]2[c:5]([n:6][c:7]([NH2:10])[n:8][n:9]2)[c:11]([CH3:13])[cH:12]1.[C:27](=[O:28])([O-:29])[O-:30].[CH3:33][O:34][CH2:35][CH2:36][O:37][CH3:38].[CH3:39][CH2:40][OH:41].[Cl:14][c:15]1[c:16]([B:24]([OH:25])[OH:26])[cH:17][c:18]([N+:21](=[O:22])[O-:23])[cH:19][cH:20]1.[Cl:43][CH2:44][Cl:45].[Na+:31].[Na+:32].[OH2:42].[cH:46]1[cH:47][cH:48][c:49]([P:50]([Pd:51]([P:52]([c:53]2[cH:54][cH:55][cH:56][cH:57][cH:58]2)([c:59]2[cH:60][cH:61][cH:62][cH:63][cH:64]2)[c:65]2[cH:66][cH:67][cH:68][cH:69][cH:70]2)([P:71]([c:72]2[cH:73][cH:74][cH:75][cH:76][cH:77]2)([c:78]2[cH:79][cH:80][cH:81][cH:82][cH:83]2)[c:84]2[cH:85][cH:86][cH:87][cH:88][cH:89]2)[P:90]([c:91]2[cH:92][cH:93][cH:94][cH:95][cH:96]2)([c:97]2[cH:98][cH:99][cH:100][cH:101][cH:102]2)[c:103]2[cH:104][cH:105][cH:106][cH:107][cH:108]2)([c:109]2[cH:110][cH:111][cH:112][cH:113][cH:114]2)[c:115]2[cH:116][cH:117][cH:118][cH:119][cH:120]2)[cH:121][cH:122]1>>[c:2]1(-[c:16]2[c:15]([Cl:14])[cH:20][cH:19][c:18]([N+:21](=[O:22])[O-:23])[cH:17]2)[cH:3][c:4]2[c:5]([n:6][c:7]([NH2:10])[n:8][n:9]2)[c:11]([CH3:13])[cH:12]1. Starting materials: BrC1=CC=C(C=C1)/C(/C(=O)O)=C\C1=C(C=C(C=C1)Cl)[N+](=O)[O-] ((2E)-2-(4-bromophenyl)-3-(4-chloro-2-nitrophenyl)acrylic acid). Reagents/catalysts: [Fe] (iron). Solvent: C(C)(=O)OCC (ethyl acetate), C(C)(=O)O (acetic acid), O (water). Conditions: temperature 50 celsius, time 2 hour. Yields the product NC1=C(C=CC(=C1)Cl)/C=C(/C(=O)O)\C1=CC=C(C=C1)Br ((2E)-3-(2-amino-4-chlorophenyl)-2-(4-bromophenyl)acrylic acid). Yield: 104.5%. Reaction SMILES: [Br:1][C:2]1[CH:7]=[CH:6][C:5](/[C:8](=[CH:12]\[C:13]2[CH:18]=[CH:17][C:16]([Cl:19])=[CH:15][C:14]=2[N+:20]([O-])=O)/[C:9]([OH:11])=[O:10])=[CH:4][CH:3]=1>C(O)(=O)C.O.C(OCC)(=O)C.[Fe]>[NH2:20][C:14]1[CH:15]=[C:16]([Cl:19])[CH:17]=[CH:18][C:13]=1/[CH:12]=[C:8](\[C:5]1[CH:4]=[CH:3][C:2]([Br:1])=[CH:7][CH:6]=1)/[C:9]([OH:11])=[O:10]. Reported procedure: To a 50° C. solution of 135 g of (2E)-2-(4-bromophenyl)-3-(4-chloro-2-nitrophenyl)acrylic acid from Step 1 in 1.2 L of acetic acid and 80 mL of water, was added 98 g of iron (powder) portion wise maintaining the temperature below 50° C. The mixture was stirred 2 hrs at 50° C., cooled down to room temperature, diluted with ethyl acetate (1 L) and filtered through a plug of celite. Water (1 L) was added, the layers were separated and the organic layer was washed 2 times with water, brine, dried ov... Starting materials: N1=C(C=NC2=CC=CC=C12)C=1C=C(C=CC1)N ((3-quinoxalin-2-ylphenyl)amine), C(C)(C)N(CC)C(C)C (diisopropylethylamine), ClC(C(=O)Cl)Cl (dichloroacetyl chloride). Solvent: C(C)(=O)OCC (ethyl acetate), C1CCOC1 (THF). Run at time 24 hour. Product: ClC(C(=O)NC1=CC(=CC=C1)C1=NC2=CC=CC=C2N=C1)Cl (2,2-dichloro-N-[3-(quinoxalin-2-yl)phenyl]acetamide). Yield: 40.5%. Reaction SMILES: [N:1]1[C:10]2[C:5](=[CH:6][CH:7]=[CH:8][CH:9]=2)[N:4]=[CH:3][C:2]=1[C:11]1[CH:12]=[C:13]([NH2:17])[CH:14]=[CH:15][CH:16]=1.C(N(C(C)C)CC)(C)C.[Cl:27][CH:28]([Cl:32])[C:29](Cl)=[O:30]>C1COCC1.C(OCC)(=O)C>[Cl:27][CH:28]([Cl:32])[C:29]([NH:17][C:13]1[CH:14]=[CH:15][CH:16]=[C:11]([C:2]2[CH:3]=[N:4][C:5]3[C:10](=[CH:9][CH:8]=[CH:7][CH:6]=3)[N:1]=2)[CH:12]=1)=[O:30]. Procedure details: To a solution of (3-quinoxalin-2-ylphenyl)amine (135 mg, 0.610 mmol) and diisopropylethylamine (DIEA, 121 μL, 0.732 mmol) in THF (5 mL), dichloroacetyl chloride (65 μL, 0.673 mmol) was added at room temperature. The reaction mixture was stirred at room temperature for 24 hrs and then diluted with ethyl acetate (25 mL). The organic phase was washed with water (25 mL) and then brine (25 mL), dried over MgSO4, and the solvent was evaporated in vacuo to afford 2,2-dichloro-N-[3-(quinoxalin-2-yl)phen... The reactants are CC(=O)OCCCCn1ccc2ncnc(Cl)c21, O=C([O-])O, CC(C)O, Nc1ccc(Oc2cccc(C(F)(F)F)c2)c(Cl)c1, [Na+]. Product: CC(=O)OCCCCn1ccc2ncnc(Nc3ccc(Oc4cccc(C(F)(F)F)c4)c(Cl)c3)c21. RXN SMILES: [C:1]([CH3:2])(=[O:3])[O:4][CH2:5][CH2:6][CH2:7][CH2:8][n:9]1[cH:10][cH:11][c:12]2[n:13][cH:14][n:15][c:16]([Cl:18])[c:17]12.[C:38](=[O:39])([O-:40])[OH:41].[CH:43]([OH:44])([CH3:45])[CH3:46].[Cl:19][c:20]1[cH:21][c:22]([NH2:23])[cH:24][cH:25][c:26]1[O:27][c:28]1[cH:29][c:30]([C:34]([F:35])([F:36])[F:37])[cH:31][cH:32][cH:33]1.[Na+:42]>>[C:1]([CH3:2])(=[O:3])[O:4][CH2:5][CH2:6][CH2:7][CH2:8][n:9]1[cH:10][cH:11][c:12]2[n:13][cH:14][n:15][c:16]([NH:23][c:22]3[cH:21][c:20]([Cl:19])[c:26]([O:27][c:28]4[cH:29][c:30]([C:34]([F:35])([F:36])[F:37])[cH:31][cH:32][cH:33]4)[cH:25][cH:24]3)[c:17]12.